This data is from the Open Reaction Database (ORD), a public repository of structured organic reaction records. The task is: describe an organic reaction: reactants, conditions, products, and yield Starting materials: OC1(C(NC2=C(CC1C1=CC=C(C=C1)OC)C=CC=C2)=O)C(=O)OC (1,3,4,5-tetrahydro-3-hydroxy-3-(methoxycarbonyl)-4-(4-methoxyphenyl)-2H-1-benzazepin-2-one), [I-].[Li+] (lithium iodide). The solvent is N1=CC=CC=C1 (pyridine). Yields the product O[C@@H]1C(NC2=C(C[C@@H]1C1=CC=C(C=C1)OC)C=CC=C2)=O ((cis)-1,3,4,5-tetrahydro-3-Hydroxy-4-(4-methoxyphenyl)-2H-1-benzazepin-2-one). RXN SMILES: [OH:1][C:2]1(C(OC)=O)[CH:8]([C:9]2[CH:14]=[CH:13][C:12]([O:15][CH3:16])=[CH:11][CH:10]=2)[CH2:7][C:6]2[CH:17]=[CH:18][CH:19]=[CH:20][C:5]=2[NH:4][C:3]1=[O:21].[I-].[Li+]>N1C=CC=CC=1>[OH:1][C@H:2]1[C@@H:8]([C:9]2[CH:14]=[CH:13][C:12]([O:15][CH3:16])=[CH:11][CH:10]=2)[CH2:7][C:6]2[CH:17]=[CH:18][CH:19]=[CH:20][C:5]=2[NH:4][C:3]1=[O:21] |f:1.2|. Procedure details: A solution containing 5.26 g (14.6 mmol) of 1,3,4,5-tetrahydro-3-hydroxy-3-(methoxycarbonyl)-4-(4-methoxyphenyl)-2H-1-benzazepin-2-one and 19. (147 mmol) of anhydrous lithium iodide in 150 ml of dry pyridine was refluxed for one hour. After concentration, the crude product was dissolved in ethyl acetate, washed with 6M hydrochloric acid followed by saturated bicarbonate and dried over sodium sulfate. Concentration followed by trituration with ether gave 2.81 g of essentially pure cis isomer, mel...